Task: describe an organic reaction: reactants, conditions, products, and yield. Dataset: the Open Reaction Database (ORD), a public repository of structured organic reaction records Reactants: palladium-on-barium sulphate, [H][H] (hydrogen), CN(CCNC(=O)C1=NC=CC2=C(C=3N(C=4C=CC(=CC4C3C=C21)OC(CCCCC(=O)OCC2=CC=CC=C2)=O)C)C)C (1-[(2-dimethylaminoethyl)aminocarbonyl]-5,6-dimethyl-9-(5-benzyloxycarbonylpentan-oyloxy)-6H-pyrido[4,3-b]carbazole). Solvent: CO (methanol). Yields the product CN(CCNC(=O)C1=NC=CC2=C(C=3N(C=4C=CC(=CC4C3C=C21)OC(CCCCC(=O)O)=O)C)C)C (1-[(2-Dimethylaminoethyl)aminocarbonyl]-5,6-dimethyl-9-(5-carboxypentanoyloxy)-6H-pyrido[4,3-b]carbazole). The yield is 112.0%. RXN SMILES: [CH3:1][N:2]([CH3:44])[CH2:3][CH2:4][NH:5][C:6]([C:8]1[C:24]2[C:12](=[C:13]([CH3:43])[C:14]3[N:15]([CH3:42])[C:16]4[CH:17]=[CH:18][C:19]([O:25][C:26](=[O:41])[CH2:27][CH2:28][CH2:29][CH2:30][C:31]([O:33]CC5C=CC=CC=5)=[O:32])=[CH:20][C:21]=4[C:22]=3[CH:23]=2)[CH:11]=[CH:10][N:9]=1)=[O:7].[H][H]>CO>[CH3:44][N:2]([CH3:1])[CH2:3][CH2:4][NH:5][C:6]([C:8]1[C:24]2[C:12](=[C:13]([CH3:43])[C:14]3[N:15]([CH3:42])[C:16]4[CH:17]=[CH:18][C:19]([O:25][C:26](=[O:41])[CH2:27][CH2:28][CH2:29][CH2:30][C:31]([OH:33])=[O:32])=[CH:20][C:21]=4[C:22]=3[CH:23]=2)[CH:11]=[CH:10][N:9]=1)=[O:7]. Reported procedure: 2 g of 1-[(2-dimethylaminoethyl)aminocarbonyl]-5,6-dimethyl-9-(5-benzyloxycarbonylpentan-oyloxy)-6H-pyrido[4,3-b]carbazole dissolved in 600 ml of methanol are hydrogenated in the presence of 0.2 g of palladium-on-barium sulphate for 36 hours under 3.5×105Pa of hydrogen at room temperature. The catalyst is removed by filtration and the filtrate is concentrated to dryness. The residue is taken up in ethanol and concentrated almost to dryness, and diethyl ether is added. The precipitate is suction-... Reactants: C(=O)(OC(C)(C)C)N1CCN(CC1)C1=CC=C(C(=O)OC)C=C1 (Methyl 4-(N-Boc-N'-piperazinyl)benzoate), [OH-].[Na+] (NaOH), OS(=O)(=O)[O-].[K+] (KHSO4). Run in C(C)O (ethanol). Conditions: temperature 40 celsius. The product is C(=O)(OC(C)(C)C)N1CCN(CC1)C1=CC=C(C(=O)O)C=C1 (4-(N-Boc-N'-piperazinyl)benzoic acid). RXN SMILES: [C:1]([N:8]1[CH2:13][CH2:12][N:11]([C:14]2[CH:23]=[CH:22][C:17]([C:18]([O:20]C)=[O:19])=[CH:16][CH:15]=2)[CH2:10][CH2:9]1)([O:3][C:4]([CH3:7])([CH3:6])[CH3:5])=[O:2].[OH-].[Na+].OS([O-])(=O)=O.[K+]>C(O)C>[C:1]([N:8]1[CH2:13][CH2:12][N:11]([C:14]2[CH:15]=[CH:16][C:17]([C:18]([OH:20])=[O:19])=[CH:22][CH:23]=2)[CH2:10][CH2:9]1)([O:3][C:4]([CH3:7])([CH3:6])[CH3:5])=[O:2] |f:1.2,3.4|. Procedure details: A mixture of 22-3 (700 mg, 2.2 mmol), 1N NaOH, and ethanol (10 mL) was heated at 40° C. for 4 hours. The cooled reaction mixture was acidified with 10% KHSO4 and then extracted with EtOAc. The organic portion was washed with brine, dried (MgSO4) and concentrated to give 22-4 as a white solid. TLC Rf =0.80 (silica, 10:0.5:0.5 CH2Cl2 /CH3OH/AcOH); Starting materials: O (Water), COC1=C(C=C(C=C1)C(F)(F)F)NC(=O)NC1=C(C=CC=C1)C(F)(F)F (1-(2-Methoxy-5-trifluoromethyl-phenyl)-3-(2-trifluoromethyl-phenyl)-urea), solution, B(Br)(Br)Br (BBr3). Run in petrol, ClCCl (dichloromethane), ClCCl (dichloromethane). Conditions: time 30 minute. Product: OC1=C(C=C(C=C1)C(F)(F)F)NC(=O)NC1=C(C=CC=C1)C(F)(F)F (1-(2-Hydroxy-5-trifluoromethyl-phenyl)-3-(2-trifluoromethyl-phenyl)-urea). Yield: 35.3%. As a reaction SMILES: C[O:2][C:3]1[CH:8]=[CH:7][C:6]([C:9]([F:12])([F:11])[F:10])=[CH:5][C:4]=1[NH:13][C:14]([NH:16][C:17]1[CH:22]=[CH:21][CH:20]=[CH:19][C:18]=1[C:23]([F:26])([F:25])[F:24])=[O:15].B(Br)(Br)Br.O>ClCCl>[OH:2][C:3]1[CH:8]=[CH:7][C:6]([C:9]([F:12])([F:11])[F:10])=[CH:5][C:4]=1[NH:13][C:14]([NH:16][C:17]1[CH:22]=[CH:21][CH:20]=[CH:19][C:18]=1[C:23]([F:24])([F:25])[F:26])=[O:15]. Procedure details: 1-(2-Methoxy-5-trifluoromethyl-phenyl)-3-(2-trifluoromethyl-phenyl)-urea (1 g) was dissolved in dry dichloromethane (20 ml) and cooled in an ice-bath. A 1M solution of BBr3 in dichloromethane (4 ml) was added drop-wise, and the solution stirred at room temperature for 30 minutes. Water was added, and after vigorous stirring, the mixture was extracted with dichloromethane. Drying (MgSO4), filtration, concentration in vacuo and flash chromatography provided a product which was slurried with petrol... Reactants: BrC=1SC(=C(N1)CC1=CC=C(C=C1)Cl)C(=O)\N=C/N(C)C (2-bromo-4-(4-chlorobenzyl)-N-[(1Z)-(dimethylamino)methylene]-1,3-thiazole-5-carboxamide), C(C)(=O)O (acetic acid), O.NN (Hydrazine hydrate). Conditions: temperature 50 celsius, time 1 hour. The product is BrC=1SC(=C(N1)CC1=CC=C(C=C1)Cl)C1=NN=CN1 (3-[2-bromo-4-(4-chlorobenzyl)-1,3-thiazol-5-yl]-4H-1,2,4-triazole). RXN SMILES: [Br:1][C:2]1[S:3][C:4]([C:15](/[N:17]=[CH:18]\[N:19](C)C)=O)=[C:5]([CH2:7][C:8]2[CH:13]=[CH:12][C:11]([Cl:14])=[CH:10][CH:9]=2)[N:6]=1.C(O)(=O)C.O.[NH2:27]N>>[Br:1][C:2]1[S:3][C:4]([C:15]2[NH:17][CH:18]=[N:19][N:27]=2)=[C:5]([CH2:7][C:8]2[CH:13]=[CH:12][C:11]([Cl:14])=[CH:10][CH:9]=2)[N:6]=1 |f:2.3|. Procedure details: In a 250 mL round bottomed flask were placed 2-bromo-4-(4-chlorobenzyl)-N-[(1Z)-(dimethylamino)methylene]-1,3-thiazole-5-carboxamide and acetic acid (50 mL, 900 mmol). Hydrazine hydrate (490 uL, 10 mmol) was added and the mixture was stirred for 1 h at 50° C. The mixture was allowed to cool to rt, then was concentrated under reduced pressure to obtain 3-[2-bromo-4-(4-chlorobenzyl)-1,3-thiazol-5-yl]-4H-1,2,4-triazole as a yellowish off-white crystalline solid. The crude material was used in the n... Reactants: BrCC(=O)Br (2-bromoacetyl bromide), NC1=C(C=C(C=C1)Cl)CO ((2-amino-5-chlorophenyl)methanol), C([O-])([O-])=O.[Na+].[Na+] (sodium carbonate). Solvent: ClCCl (dichloromethane). Reaction conditions: time 5 minute. Product: BrCC(=O)NC1=C(C=C(C=C1)Cl)CO (2-Bromo-N-(4-chloro-2-(hydroxymethyl)phenyl)acetamide). Isolated yield 96.0%. Reaction SMILES: [NH2:1][C:2]1[CH:7]=[CH:6][C:5]([Cl:8])=[CH:4][C:3]=1[CH2:9][OH:10].[Br:11][CH2:12][C:13](Br)=[O:14].C(=O)([O-])[O-].[Na+].[Na+]>ClCCl>[Br:11][CH2:12][C:13]([NH:1][C:2]1[CH:7]=[CH:6][C:5]([Cl:8])=[CH:4][C:3]=1[CH2:9][OH:10])=[O:14] |f:2.3.4|. Reported procedure: To a mixture of (2-amino-5-chlorophenyl)methanol (4.30 g, 27.3 mmol) in dichloromethane (220 ml) was added 2-bromoacetyl bromide (6.06 g, 2.61 ml, 30.0 mmol) at 0-5° C. Stirring for 5 minutes was followed by dropwise addition of aqueous 2 M sodium carbonate solution (130 ml) in approx. 10 minutes. The cooling bath was removed and stirring was continued for 2 h. The solvent was concentrated in vacuo. The aqueous residue was extracted with three 100 ml-portions of ethyl acetate. The combined organ... The reactants are C(C)(C)OC1=CC(=[N+](C=C1)[O-])C (4-isopropyloxy-2-methylpyridine N-oxide). Reagents/catalysts: [Ni] (Raney-nickel). The solvent is CC(C)O (2-propanol). Product: C(C)(C)OC1=CC(=NC=C1)C (4-isopropyloxy-2-methylpyridine). Yield: 78.7%. Reaction SMILES: [CH:1]([O:4][C:5]1[CH:10]=[CH:9][N+:8]([O-])=[C:7]([CH3:12])[CH:6]=1)([CH3:3])[CH3:2]>CC(O)C.[Ni]>[CH:1]([O:4][C:5]1[CH:10]=[CH:9][N:8]=[C:7]([CH3:12])[CH:6]=1)([CH3:3])[CH3:2]. Procedure: A suspension of 4-isopropyloxy-2-methylpyridine N-oxide (0.78 g) in 2-propanol (10 ml) was hydrogenated over Raney-nickel (50% suspension in water, 1 ml) under a hydrogen atmosphere for 48 hours. The catalyst was filtered off, and the filtrate was evaporated under reduced pressure to give 4-isopropyloxy-2-methylpyridine (555 mg).